From a dataset of the Open Reaction Database (ORD), a public repository of structured organic reaction records. describe an organic reaction: reactants, conditions, products, and yield Starting materials: CC(C)(OC(=O)N1CCNC2=C(C1)C=C(C=C2)C2=CC=CC=C2)C (2,3,4,5-tetrahydro-4-[(1,1-dimethylethoxy)-carbonyl]-7-phenyl-1H-1,4-benzodiazepine), Cl.N1C=NC(=C1)CN1CCN(CC2=C1C=CC(=C2)C2=CC=CC=C2)C(=O)C2=CC=CC1=CC=CC=C21 (2,3,4,5-Tetrahydro-1-(1H-imidazol-4-ylmethyl)-4-(1-naphthalenylcarbonyl)-7-phenyl-1H-1,4-benzodiazepine, hydrochloride), C1(=CC=CC2=CC=CC=C12)C(=O)N1CCNCC2=C1C=CC=C2 (2,3,4,5-Tetrahydro-1-(1-naphthalenylcarbonyl)-1H-1,4-benzodiazepine), C(=O)C=1N=CNC1 (4-formyl imidazole), C(C)(=O)O[BH-](OC(C)=O)OC(C)=O.[Na+] (Sodium triacetoxyborohydride), C([O-])(O)=O.[Na+] (Sodium bicarbonate), [OH-].[NH4+] (ammonium hydroxide). Solvent: C(Cl)Cl (CH2Cl2), C(C)(=O)O (acetic acid). Run at time 4 hour. Yields the product Cl.N1C=NC(=C1)CN1CCNCC2=C1C=CC(=C2)C2=CC=CC=C2 (2,3,4,5-Tetrahydro-1-(1H-imidazol-4-ylmethyl)-7-phenyl-1H-1,4-benzodiazepine, monohydrochloride). RXN SMILES: CC(C)(OC(N1CC2C=C(C3C=CC=CC=3)C=CC=2NCC1)=O)C.[ClH:25].[NH:26]1[CH:30]=[C:29]([CH2:31][N:32]2[C:38]3[CH:39]=[CH:40][C:41]([C:43]4[CH:48]=[CH:47][CH:46]=[CH:45][CH:44]=4)=[CH:42][C:37]=3[CH2:36][N:35](C(C3C4C(=CC=CC=4)C=CC=3)=O)[CH2:34][CH2:33]2)[N:28]=[CH:27]1.C1(C(N2C3C=CC=CC=3CNCC2)=O)C2C(=CC=CC=2)C=CC=1.C(C1N=CNC=1)=O.C(O[BH-](OC(=O)C)OC(=O)C)(=O)C.[Na+].C(=O)(O)[O-].[Na+].[OH-].[NH4+]>C(Cl)Cl.C(O)(=O)C>[ClH:25].[NH:26]1[CH:30]=[C:29]([CH2:31][N:32]2[C:38]3[CH:39]=[CH:40][C:41]([C:43]4[CH:44]=[CH:45][CH:46]=[CH:47][CH:48]=4)=[CH:42][C:37]=3[CH2:36][NH:35][CH2:34][CH2:33]2)[N:28]=[CH:27]1 |f:1.2,5.6,7.8,9.10,13.14|. Procedure: A solution of 2,3,4,5-tetrahydro-4-[(1,1-dimethylethoxy)-carbonyl]-7-phenyl-1H-1,4-benzodiazepine (prepared from Compound B of Example 12 as described for Compound A of Example 4, 0.20 g) and 4-formyl imidazole (0.52 g, 5.6 mmol) in CH2Cl2 (10 mL) and acetic acid (2 mL) was stirred for 40 min. Sodium triacetoxyborohydride (0.9 g, 6 mmol) was added and stirring was continued for 4 hrs. Sodium bicarbonate (sat., 5 mL) and ammonium hydroxide (conc, 5 mL) were added and the mixture was stirred for a... The reactants are C(C)C1=C(C2=CC3=C(C=C(N3)C=C3C=C(C(C=C4C(=C(C(=CC1=N2)N4)CC)C)=N3)C)C)C (8,12-Diethyl-3,7,13,17-Tetramethylporphyrin), C12=CC=C(N1)C=C1C=CC(=N1)C=C1C=CC(N1)=CC=1C=CC(N1)=C2 (porphyrin), [Cl-].[In+3].[Cl-].[Cl-] (indium chloride), C(C)(=O)[O-].[Na+] (sodium acetate). Solvent: C(C)(=O)O (acetic acid). The product is C(C)C1=C(C2=CC3=C(C=C(N3)C=C3C=C(C(C=C4C(=C(C(=CC1=N2)N4)CC)C)=N3)C)C)C.[OH-].[In+3].[OH-].[OH-] (Indium hydroxide 8,12-diethyl-3,7,13,17-tetramethylporphyrin). Reaction SMILES: [CH2:1]([C:3]1[C:23]2=[N:24][C:5](=[CH:6][C:7]3[NH:11][C:10]([CH:12]=[C:13]4[N:29]=[C:16]([CH:17]=[C:18]5[NH:25][C:21](=[CH:22]2)[C:20]([CH2:26][CH3:27])=[C:19]5[CH3:28])[C:15]([CH3:30])=[CH:14]4)=[CH:9][C:8]=3[CH3:31])[C:4]=1[CH3:32])[CH3:2].C12C=C3N=C(C=C3)C=C3NC(C=C3)=CC3=NC(C=C3)=CC(N1)=CC=2.[Cl-].[In+3:58].[Cl-].[Cl-].C([O-])(=[O:63])C.[Na+]>C(O)(=O)C>[CH2:26]([C:20]1[C:21]2=[N:25][C:18](=[CH:17][C:16]3[NH:29][C:13]([CH:12]=[C:10]4[N:11]=[C:7]([CH:6]=[C:5]5[NH:24][C:23](=[CH:22]2)[C:3]([CH2:1][CH3:2])=[C:4]5[CH3:32])[C:8]([CH3:31])=[CH:9]4)=[CH:14][C:15]=3[CH3:30])[C:19]=1[CH3:28])[CH3:27].[OH-:63].[In+3:58].[OH-:63].[OH-:63] |f:2.3.4.5,6.7,9.10.11.12.13|. Procedure details: The porphyrin prepared in Example 11 (100 mg) is metallated by refluxing a solution of the porphyrin, indium chloride (100 mg) and sodium acetate (100 mg) in acetic acid for 2 hrs. The solvent is removed and the solid dissolved in dichloromethane (50 mL) and washed with a saturated sodium bicarbonate solution. The organic layer is dried over sodium sulfate, filtered, evaporated to 10 ml, and hexane (10 mL) is added. The dichloromethane is slowly removed by rotary evaporation and the precipitated... Reactants: CC(C)(C)OC(=O)N1CCOC(Cc2cccc(CO)c2)C1, O=C1COCCN1Cc1ccccc1, Cc1cc(CBr)ccc1F. Yields the product Cc1cc(CC2OCCN(Cc3ccccc3)C2=O)ccc1F. As a reaction SMILES: [C:1]([N:2]1[CH2:3][CH2:4][O:5][CH:6]([CH2:7][c:8]2[cH:9][cH:10][cH:11][c:12]([CH2:13][OH:14])[cH:15]2)[CH2:16]1)([O:17][C:18]([CH3:19])([CH3:20])[CH3:21])=[O:22].[CH2:23]([c:24]1[cH:25][cH:26][cH:27][cH:28][cH:29]1)[N:30]1[C:31](=[O:36])[CH2:32][O:33][CH2:34][CH2:35]1.[F:37][c:38]1[c:39]([CH3:46])[cH:40][c:41]([CH2:42][Br:43])[cH:44][cH:45]1>>[CH2:23]([c:24]1[cH:25][cH:26][cH:27][cH:28][cH:29]1)[N:30]1[C:31](=[O:36])[CH:32]([CH2:42][c:41]2[cH:40][c:39]([CH3:46])[c:38]([F:37])[cH:45][cH:44]2)[O:33][CH2:34][CH2:35]1. Reactants: BrC=1C=C2C=3N(C(C(NC3C1)=O)=O)C(CC2)CC(=O)O (9-bromo-5-carboxymethyl-6,7-dihydro-1H, 5H-pyrido[1,2,3-de]quinoxaline-2,3-dione), NC=1SC2=C(N1)C=CC=C2 (2-aminobenzothiazole). Yields the product BrC=1C=C2C=3N(C(C(NC3C1)=O)=O)C(CC2)CC(NC=2SC1=C(N2)C=CC=C1)=O (9-Bromo-5-(2-benzothiazolylcarbamoylmethyl)-6,7-dihydro-1H, 5H-pyrido[1,2,3-de]quinoxaline-2,3-dione). Yield: 76.4%. Reaction SMILES: [Br:1][C:2]1[CH:3]=[C:4]2[CH2:16][CH2:15][CH:14]([CH2:17][C:18](O)=[O:19])[N:6]3[C:7](=[O:13])[C:8](=[O:12])[NH:9][C:10]([CH:11]=1)=[C:5]23.[NH2:21][C:22]1[S:23][C:24]2[CH:30]=[CH:29][CH:28]=[CH:27][C:25]=2[N:26]=1>>[Br:1][C:2]1[CH:3]=[C:4]2[CH2:16][CH2:15][CH:14]([CH2:17][C:18](=[O:19])[NH:21][C:22]3[S:23][C:24]4[CH:30]=[CH:29][CH:28]=[CH:27][C:25]=4[N:26]=3)[N:6]3[C:7](=[O:13])[C:8](=[O:12])[NH:9][C:10]([CH:11]=1)=[C:5]23. Reported procedure: A procedure similar to that described in Example 52 was carried out with 9-bromo-5-carboxymethyl-6,7-dihydro-1H, 5H-pyrido[1,2,3-de]quinoxaline-2,3-dione (170 mg, 0.5 mmol) and 2-aminobenzothiazole (80 mg, 0.53 mmol) to give 180 mg of the title compound (76%): mp 264°~265° C.; 1H NMR (270 MHz, DMSO-d6) δ12.46 (bs, 1H), 12.09 (s, 1H), 7.99 (d, 1H, J=7.9 Hz), 7.74 (d, 2H, J=7.9 Hz), 7.44 (dt, 1H, J=1.3, 7.9 Hz), 7.31 (dt, 1H, J=1.3, 7.9 Hz), 7.25 (s, 1H), 7.19 (s, 1H), 5.21~5.31 (m, 1H), 3.04 (ddd... Starting materials: C([O-])([O-])=O.[K+].[K+] (Potassium carbonate), CI (methyl iodide), BrC1=CC(=C(C=C1)O)CC (4-Bromo-2-ethyl-phenol). Run in CN(C)C=O (DMF). Conditions: time 16 hour. Product: BrC1=CC(=C(C=C1)OC)CC (4-Bromo-2-ethyl-1-methoxy-benzene). Yield: 67.5%. RXN SMILES: [C:1](=[O:4])([O-])[O-].[K+].[K+].CI.[Br:9][C:10]1[CH:15]=[CH:14][C:13](O)=[C:12]([CH2:17][CH3:18])[CH:11]=1>CN(C=O)C>[Br:9][C:10]1[CH:15]=[CH:14][C:13]([O:4][CH3:1])=[C:12]([CH2:17][CH3:18])[CH:11]=1 |f:0.1.2|. Procedure details: Potassium carbonate (3.9 g, 28.3 mmol) and methyl iodide (0.59 mL, 9.43 mmol) were added to a solution of 4-Bromo-2-ethyl-phenol (1.9 g, 9.43 mmol, from step 1 of Example A(22)) dissolved in DMF (10 mL). The mixture was stirred for 16 h under N2 and then partitioned between 1 N HCl and EtOAc. The organic layer was washed with saturated NaHCO3, brine, dried over Na2SO4 and concentrated to a yellow oil. The oil was purifed by silica gel chromatography to give the title compound as a clear oil (1.3... The reactants are CC(=O)O, O=C(CCCc1ccc([N+](=O)[O-])cc1)N1CCSC1, O, [Zn]. Product: Nc1ccc(CCCC(=O)N2CCSC2)cc1. RXN SMILES: [CH3:1][C:2](=[O:3])[OH:4].[N+:5]([O-:6])(=[O:7])[c:8]1[cH:9][cH:10][c:11]([CH2:14][CH2:15][CH2:16][C:17](=[O:18])[N:19]2[CH2:20][S:21][CH2:22][CH2:23]2)[cH:12][cH:13]1.[OH2:25].[Zn:24]>>[NH2:5][c:8]1[cH:9][cH:10][c:11]([CH2:14][CH2:15][CH2:16][C:17](=[O:18])[N:19]2[CH2:20][S:21][CH2:22][CH2:23]2)[cH:12][cH:13]1. The reactants are CC(C)[N-]C(C)C, CC(C)NC(C)C, [Cl-], ClC[P+](c1ccccc1)(c1ccccc1)c1ccccc1, [Li+], [Li]CCCC, CC12CCC3C(CCC4CC(=O)CCC43CC=O)C1CCC2=O, C1CCOC1, O. The product is CC12CCC3C(CCC4CC(=O)CCC43CC=CCl)C1CCC2=O. As a reaction SMILES: [CH:1]([N-:2][CH:3]([CH3:4])[CH3:5])([CH3:6])[CH3:7].[CH:9]([NH:10][CH:11]([CH3:12])[CH3:13])([CH3:14])[CH3:15].[Cl-:21].[Cl:22][CH2:23][P+:24]([c:25]1[cH:26][cH:27][cH:28][cH:29][cH:30]1)([c:31]1[cH:32][cH:33][cH:34][cH:35][cH:36]1)[c:37]1[cH:38][cH:39][cH:40][cH:41][cH:42]1.[Li+:8].[Li:16][CH2:17][CH2:18][CH2:19][CH3:20].[O:43]=[C:44]1[CH2:45][CH:46]2[CH2:47][CH2:48][CH:49]3[CH:50]4[CH2:51][CH2:52][C:53](=[O:65])[C:54]4([CH3:55])[CH2:56][CH2:57][CH:58]3[C:59]2([CH2:62][CH:63]=[O:64])[CH2:60][CH2:61]1.[O:66]1[CH2:67][CH2:68][CH2:69][CH2:70]1.[OH2:71]>>[Cl:22][CH:23]=[CH:63][CH2:62][C:59]12[CH:46]([CH2:45][C:44](=[O:43])[CH2:61][CH2:60]1)[CH2:47][CH2:48][CH:49]1[CH:50]3[CH2:51][CH2:52][C:53](=[O:65])[C:54]3([CH3:55])[CH2:56][CH2:57][CH:58]12.